This data is from the Open Reaction Database (ORD), a public repository of structured organic reaction records. The task is: describe an organic reaction: reactants, conditions, products, and yield Reactants: CCCCCC (hexane), CCOCC (ether), ClCCOCC(=O)OCC (ethyl 2-chloroethoxyacetate), [N-]=[N+]=[N-].[Na+] (sodium azide). Run in CN(C)C=O (DMF), O (H2O). Product: N(=[N+]=[N-])CCOCC(=O)OCC (ethyl 2-azidoethoxyacetate). Yield: 114.0%. Reaction SMILES: Cl[CH2:2][CH2:3][O:4][CH2:5][C:6]([O:8][CH2:9][CH3:10])=[O:7].[N-:11]=[N+:12]=[N-:13].[Na+].CCCCCC.CCOCC>CN(C=O)C.O>[N:11]([CH2:2][CH2:3][O:4][CH2:5][C:6]([O:8][CH2:9][CH3:10])=[O:7])=[N+:12]=[N-:13] |f:1.2|. Reported procedure: A mixture of ethyl 2-chloroethoxyacetate (7.71 g, 36.3 mmol) and sodium azide (3.31 g, 50.9 mmol) in DMF (100 ml) was heated at 80°-90° C. for 3.5 h by which time tlc (hexane; ether 1:1) indicated that the reaction was complete. The cooled mixture was poured into H2O (1 l) and extracted with ether (250 ml×3). The extracts washed with H2O (×2) and brine (×1) were dried (MgSO4) and evaporated yielding 7.16 g (41.4 mmol 89.4%) of ethyl 2-azidoethoxyacetate as a yellowish oil: 1Hmr (CDCl3) δ: 1.30 (...